Dataset: the Open Reaction Database (ORD), a public repository of structured organic reaction records. Task: describe an organic reaction: reactants, conditions, products, and yield The reactants are BrC=1C=C(C=C(C1)[N+](=O)[O-])[C@@]1(COCC(N1)=S)C ((R)-5-(3-Bromo-5-nitro-phenyl)-5-methyl-morpholine-3-thione), [O-]S(=O)(=S)[O-].[Na+].[Na+] (Na2S2O3), C(C)(C)(C)OO (Tert-Butylhydroperoxide), [OH-].N (ammonia hydroxide). Run in N (NH3), CO (methanol). Conditions: time 2 hour. The product is BrC=1C=C(C=C(C1)[N+](=O)[O-])[C@]1(N=C(COC1)N)C ((R)-5-(3-Bromo-5-nitro-phenyl)-5-methyl-5,6-dihydro-2H-[1,4]oxazin-3-ylamine). Reaction SMILES: [Br:1][C:2]1[CH:3]=[C:4]([C@@:11]2([CH3:18])[NH:16][C:15](=S)[CH2:14][O:13][CH2:12]2)[CH:5]=[C:6]([N+:8]([O-:10])=[O:9])[CH:7]=1.C(OO)(C)(C)C.[OH-].[NH3:26].[O-]S([O-])(=S)=O.[Na+].[Na+]>N.CO>[Br:1][C:2]1[CH:3]=[C:4]([C@:11]2([CH3:18])[CH2:12][O:13][CH2:14][C:15]([NH2:26])=[N:16]2)[CH:5]=[C:6]([N+:8]([O-:10])=[O:9])[CH:7]=1 |f:2.3,4.5.6|. Reported procedure: (R)-5-(3-Bromo-5-nitro-phenyl)-5-methyl-morpholine-3-thione (2.86 g, 7.77 mmol) was dissolved in 7M NH3 in methanol (50 ml). Tert-Butylhydroperoxide (9.41 ml, 78 mmol) and ammonia hydroxide (25% sol., 21.2 ml, 136 mmol) were added and the reaction was stirred at r.t. for 2 hrs. Upon completion, 50 ml half-saturated Na2S2O3 solution was added to the reaction and the product was extracted with ethyl acetate. The organic phases were washed with water and brine, combined and dried over Na2SO4. Volat...